Dataset: the Open Reaction Database (ORD), a public repository of structured organic reaction records. Task: describe an organic reaction: reactants, conditions, products, and yield The reactants are NC=1C=C(C=CC1)O (meta-aminophenol), [OH-].[Na+] (sodium hydroxide), O (water). The solvent is C1(=CC=CC=C1)C (toluene). Product: NC=1C=C(C=CC1)[O-].[Na+] (sodium meta-aminophenolate). RXN SMILES: O.[NH2:2][C:3]1[CH:4]=[C:5]([OH:9])[CH:6]=[CH:7][CH:8]=1.[OH-].[Na+:11]>C1(C)C=CC=CC=1>[NH2:2][C:3]1[CH:4]=[C:5]([O-:9])[CH:6]=[CH:7][CH:8]=1.[Na+:11] |f:2.3,5.6|. Procedure: Another three-necked flask equipped with a Dean-Stark water separator, condenser, nitrogen inlet and outlet, thermometer and a mechanical stirrer is charged with 261.91 grams (2.4 moles) of meta-aminophenol, 192 grams (2.4 moles) of 50% aqueous sodium hydroxide and 720 milliliters of toluene. The mixture is heated at 100°-140° C. for three hours to remove all of the water and toluene and provide sodium meta-aminophenolate.